This data is from the Open Reaction Database (ORD), a public repository of structured organic reaction records. The task is: describe an organic reaction: reactants, conditions, products, and yield Starting materials: crude product, CC1=C(C=CC=C1C1=CC2=CC=CC=C2C=C1)C1=CC=CC=C1 (2-(2-methyl-1,1′-biphenyl-3-yl)naphthalene), C(C1=CC=CC=C1)(=O)OOC(C1=CC=CC=C1)=O (benzoyl peroxide), [C-]#N.[Na+] (sodium cyanide), C1CC(=O)N(C1=O)Br (NBS). Run in C(C)(=O)OCC (ethyl acetate), CN(C)C=O (DMF), C(Cl)Cl (methylene chloride). Conditions: time 2 hour. Product: C1=C(C=CC2=CC=CC=C12)C=1C(=C(C=CC1)C1=CC=CC=C1)CC#N ((3-naphthalen-2-yl-biphenyl-2-yl)-acetonitrile). Isolated yield 52.9%. RXN SMILES: [CH3:1][C:2]1[C:7]([C:8]2[CH:17]=[CH:16][C:15]3[C:10](=[CH:11][CH:12]=[CH:13][CH:14]=3)[CH:9]=2)=[CH:6][CH:5]=[CH:4][C:3]=1[C:18]1[CH:23]=[CH:22][CH:21]=[CH:20][CH:19]=1.C(OOC(=O)C1C=CC=CC=1)(=O)C1C=CC=CC=1.C1C(=O)[N:46](Br)[C:44](=O)C1.[C-]#N.[Na+]>C(Cl)Cl.CN(C=O)C.C(OCC)(=O)C>[CH:9]1[C:10]2[C:15](=[CH:14][CH:13]=[CH:12][CH:11]=2)[CH:16]=[CH:17][C:8]=1[C:7]1[C:2]([CH2:1][C:44]#[N:46])=[C:3]([C:18]2[CH:23]=[CH:22][CH:21]=[CH:20][CH:19]=2)[CH:4]=[CH:5][CH:6]=1 |f:3.4|. Procedure: A solution of 2-(2-methyl-1,1′-biphenyl-3-yl)naphthalene (2.0 g, 6.8 mmol) and 200 mg of benzoyl peroxide was refluxed, then NBS (1.21 g, 6.8 mmol) was added. The reaction mixture was refluxed overnight, diluted with methylene chloride, washed with water and dried over MgSO4. Removal of solvent under reduced pressure gave a crude product. The crude product was dissolved in 20 mL of DMF and sodium cyanide (0.65 g, 13 mmol) was added. The reaction was stirred at room temperature for 2 hours, dilut... The reactants are OC1=C(C(=O)OC)C=C(C=C1)O (methyl 2,5-dihydroxybenzoate), ClC=1C=C(CBr)C=CC1 (3-chlorobenzyl bromide), C([O-])([O-])=O.[K+].[K+] (potassium carbonate). Solvent: C(C)#N (acetonitrile), C(C)(=O)OCC (ethyl acetate). The product is C(=O)(OC)C1=C(C=CC(=C1)OCC1=CC(=CC=C1)Cl)O (2-Carbomethoxy-4-(m-chlorophenylmethyloxy)-phenol). Isolated yield 68.2%. RXN SMILES: [OH:1][C:2]1[CH:11]=[CH:10][C:9]([OH:12])=[CH:8][C:3]=1[C:4]([O:6][CH3:7])=[O:5].[Cl:13][C:14]1[CH:15]=[C:16]([CH:19]=[CH:20][CH:21]=1)[CH2:17]Br.C(=O)([O-])[O-].[K+].[K+]>C(#N)C.C(OCC)(=O)C>[C:4]([C:3]1[CH:8]=[C:9]([O:12][CH2:17][C:16]2[CH:19]=[CH:20][CH:21]=[C:14]([Cl:13])[CH:15]=2)[CH:10]=[CH:11][C:2]=1[OH:1])([O:6][CH3:7])=[O:5] |f:2.3.4|. Procedure: Eight grams (47.62 mmoles) of the above ester was treated with 6.3 ml (47.62 mmoles) of 3-chlorobenzyl bromide and 8 grams potassium carbonate in 70 ml acetonitrile under reflux for 4 hours. The mixture was diluted with 100 ml ethyl acetate, filtered, and stripped in vacuo. The residue was recrystallized from ethanol to give 9.5 g of 2-Carbomethoxy-4-(m-chlorophenylmethyloxy)-phenol (62% yield from 2,5-dihydroxybenzoic acid). Reported procedure: The procedure used for the preparation of 5a was repeated with 4d (1.84 g, 7.00 mmol) and 2N LiOH (14.0 mL) to provide 5d (1.63 g, 99%) as a white solid, which was recrystallized from EtOAc/toluene. mp 172.0°-174.0° C.; IR (KBr) 3500-2400 (br), 3336 (br), 1689, 1442, 1276, 1231 cm-1 ; 1H NMR (DMSO-d6) δ3.72 (2H, s, CH2), 6.81 (1H, d, J=7.4 Hz, Ar), 7.19-7.30 (3H, m, Ar), 7.43 (1H, s), 9.67 (1H, br s, OH), 12.40 (1H, br s, CO2H); FDMS m/z 236 (M+ +1); Anal. Calcd for C11H9NO3S: C, 56.14; H, 3.86;... The product is OC=1C=C(C=CC1)C=1SC=C(N1)CC(=O)O (2-(3-Hydroxyphenyl)-4-thiazoleacetic Acid). Reactants: OC1=C(C=CC=C1)C=1SC=C(N1)CC(=O)O (2 -(2-Hydroxyphenyl)-4-thiazoleacetic Acid), C(C)OC(CC=1N=C(SC1)C1=CC(=CC=C1)O)=O (2-(3-Hydroxyphenyl)-4-thiazoleacetic Acid Ethyl Ester), [Li+].[OH-] (LiOH). Isolated yield 99.0%. Reaction SMILES: OC1C=CC=CC=1C1SC=C(CC(O)=O)N=1.C([O:19][C:20](=[O:34])[CH2:21][C:22]1[N:23]=[C:24]([C:27]2[CH:32]=[CH:31][CH:30]=[C:29]([OH:33])[CH:28]=2)[S:25][CH:26]=1)C.[Li+].[OH-]>>[OH:33][C:29]1[CH:28]=[C:27]([C:24]2[S:25][CH:26]=[C:22]([CH2:21][C:20]([OH:34])=[O:19])[N:23]=2)[CH:32]=[CH:31][CH:30]=1 |f:2.3|.